describe an organic reaction: reactants, conditions, products, and yield From a dataset of the Open Reaction Database (ORD), a public repository of structured organic reaction records. Reactants: C1CCOC1, COC(=O)c1cn(CCN(C)C)c2cc(Cl)ccc12, CO, [Li+], [OH-], O, O. Yields the product CN(C)CCn1cc(C(=O)O)c2ccc(Cl)cc21. Reaction SMILES: [CH2:24]1[O:25][CH2:26][CH2:27][CH2:28]1.[CH3:1][O:2][C:3](=[O:4])[c:5]1[cH:6][n:7]([CH2:15][CH2:16][N:17]([CH3:18])[CH3:19])[c:8]2[cH:9][c:10]([Cl:14])[cH:11][cH:12][c:13]12.[CH3:29][OH:30].[Li+:21].[OH-:20].[OH2:22].[OH2:23]>>[O:2]=[C:3]([OH:4])[c:5]1[cH:6][n:7]([CH2:15][CH2:16][N:17]([CH3:18])[CH3:19])[c:8]2[cH:9][c:10]([Cl:14])[cH:11][cH:12][c:13]12. Reactants: C(C)(C)N (Isopropyl amine), ClC=1C(=NC=CC1)N1N=C(C=C1C1=NC2=C(C(O1)=O)C=C(C=C2C)[N+](=O)[O-])C(F)(F)F (2-[1-(3-Chloro-2-pyridinyl)-3-(trifluoromethyl)-1H-pyrazol-5-yl]-8-methyl-6-nitro-4H-3,1-benzoxazin-4-one). Solvent: O1CCOCC1 (dioxane). Reaction conditions: time 8 hour. Yields the product ClC=1C(=NC=CC1)N1N=C(C=C1C(=O)NC1=C(C=C(C=C1C(=O)NC(C)C)[N+](=O)[O-])C)C(F)(F)F (1-(3-Chloro-2-pyridinyl)-N-[2-methyl-6-[[(1-methylethyl)amino]carbonyl]-4-nitrophenyl]-3-(trifluoromethyl)-1H-pyrazole-5-carboxamide). The yield is 14.3%. RXN SMILES: [CH:1]([NH2:4])([CH3:3])[CH3:2].[Cl:5][C:6]1[C:7]([N:12]2[C:16]([C:17]3[O:22][C:21](=[O:23])[C:20]4[CH:24]=[C:25]([N+:29]([O-:31])=[O:30])[CH:26]=[C:27]([CH3:28])[C:19]=4[N:18]=3)=[CH:15][C:14]([C:32]([F:35])([F:34])[F:33])=[N:13]2)=[N:8][CH:9]=[CH:10][CH:11]=1>O1CCOCC1>[Cl:5][C:6]1[C:7]([N:12]2[C:16]([C:17]([NH:18][C:19]3[C:20]([C:21]([NH:4][CH:1]([CH3:3])[CH3:2])=[O:23])=[CH:24][C:25]([N+:29]([O-:31])=[O:30])=[CH:26][C:27]=3[CH3:28])=[O:22])=[CH:15][C:14]([C:32]([F:35])([F:34])[F:33])=[N:13]2)=[N:8][CH:9]=[CH:10][CH:11]=1. Procedure: Isopropyl amine (0.35 mL, 4.11 mmol) was added to a solution of 619 mg (1.37 mmol) of the product of Step B in dioxane (8 mL) at 25° C. After being stirred overnight, the resulting heterogenous mixture was concentrated and the residue was triturated with methanol (10 mL). Filtration gave 100 mg of the title product. The filtrate was concentrated and the resulting residue was triturated with diethyl ether. Filtration of the resulting solid provided an additional 320 mg of the title product, m.p. ... The reactants are Br, CCCC[N+](CCCC)(CCCC)CCCC, CC(C)Oc1ccc2c(c1)Oc1cc(F)ccc1S2(=O)=O, O=S(=O)([O-])O. The product is O=S1(=O)c2ccc(O)cc2Oc2cc(F)ccc21. RXN SMILES: [BrH:44].[CH2:27]([N+:28]([CH2:29][CH2:30][CH2:31][CH3:32])([CH2:33][CH2:34][CH2:35][CH3:36])[CH2:37][CH2:38][CH2:39][CH3:40])[CH2:41][CH2:42][CH3:43].[F:1][c:2]1[cH:3][cH:4][c:5]2[c:14]([cH:15]1)[O:13][c:12]1[c:7]([cH:8][cH:9][c:10]([O:16][CH:17]([CH3:18])[CH3:19])[cH:11]1)[S:6]2(=[O:20])=[O:21].[S:22]([O-:23])([OH:24])(=[O:25])=[O:26]>>[F:1][c:2]1[cH:3][cH:4][c:5]2[c:14]([cH:15]1)[O:13][c:12]1[c:7]([cH:8][cH:9][c:10]([OH:16])[cH:11]1)[S:6]2(=[O:20])=[O:21]. The reactants are ClC(=O)OC (methyl chloroformate), O1CCCC1 (tetrahydrofuran), CC1=NC=2C(=NC3=CC=CC=C3N2)N1 (2-methyl-1H-imidazo[4,5-b]quinoxaline), O1CCCC1 (tetrahydrofuran). Run in N1=CC=CC=C1 (pyridine). Run at time 17 hour. Product: COC(=O)N1C(=NC=2C1=NC1=CC=CC=C1N2)C (1-methoxycarbonyl-2-methyl-1H-imidazo[4,5-b]quinoxaline). As a reaction SMILES: Cl[C:2]([O:4][CH3:5])=[O:3].O1CCCC1.[CH3:11][C:12]1[NH:24][C:15]2=[N:16][C:17]3[C:22]([N:23]=[C:14]2[N:13]=1)=[CH:21][CH:20]=[CH:19][CH:18]=3>N1C=CC=CC=1>[CH3:5][O:4][C:2]([N:13]1[C:14]2=[N:23][C:22]3[C:17]([N:16]=[C:15]2[N:24]=[C:12]1[CH3:11])=[CH:18][CH:19]=[CH:20][CH:21]=3)=[O:3]. Reported procedure: A solution of 6 parts of methyl chloroformate in 50 parts of tetrahydrofuran was added over 30 minutes to a suspension of 4 parts of 2-methyl-1H-imidazo[4,5-b]quinoxaline in 200 parts of tetrahydrofuran and 6 parts of pyridine. The heterogeneous reaction mixture was stirred at 25° for 17 hours. Concentration in vacuo, addition of 200 parts of CH2Cl2, washing with 500 parts of 5% HCl, drying over sodium sulfate, and concentrating in vacuo left a pale yellow solid. Recrystallization from chlorofor... The reactants are CO, COC(=O)CCCCCCc1ncc(-c2ccccc2OC)[nH]1, Cl, [Na+], [OH-], O. Product: COc1ccccc1-c1cnc(CCCCCCC(=O)O)[nH]1. Reaction SMILES: [CH3:28][OH:29].[CH3:3][O:4][C:5]([CH2:6][CH2:7][CH2:8][CH2:9][CH2:10][CH2:11][c:12]1[nH:13][c:14](-[c:17]2[c:18]([O:23][CH3:24])[cH:19][cH:20][cH:21][cH:22]2)[cH:15][n:16]1)=[O:25].[ClH:26].[Na+:2].[OH-:1].[OH2:27]>>[O:4]=[C:5]([CH2:6][CH2:7][CH2:8][CH2:9][CH2:10][CH2:11][c:12]1[nH:13][c:14](-[c:17]2[c:18]([O:23][CH3:24])[cH:19][cH:20][cH:21][cH:22]2)[cH:15][n:16]1)[OH:25]. Run in O (water), O (water). Yields the product C(C(=C)C)(=O)OC(C(=C)C)=O (Methacrylic Anhydride). Reported procedure: The 81A product (11.51 gm) was allowed to react under the conditions of Example 1 with 5.28 gm XSA, 9.99 gm methacrylic acid, 2.78 gm AMPS, and 44.50 gm water. After reaction, 6.94 grams of water was added along with NaOH to adjust pH to 4.4 (referred to below as 81B). The solution contained 29% solids. As a reaction SMILES: [C:1]([OH:6])(=[O:5])[C:2]([CH3:4])=[CH2:3].[OH-:7].[Na+]>O>[C:1]([O:6][C:3](=[O:7])[C:2]([CH3:4])=[CH2:1])(=[O:5])[C:2]([CH3:4])=[CH2:3] |f:1.2|. Starting materials: 81A, [OH-].[Na+] (NaOH), C(C(=C)C)(=O)O (methacrylic acid), product, 81B, solids. Procedure: To a solution of NaH (washed with hexane, 564 mg) in 20 mL of pyridine at 0° C. was added methyl 3-hydroxybenzoate (1.95 g), and the solution was allowed to warm to room temperature. After 5 minutes, 3-bromobenzaldehyde (1.64 mL) was added, then CuBr.SMe2 (3.15 g). The solution was heated to reflux under a stream of nitrogen. After 24 h, the reaction was cooled to room temperature and poured into ethyl acetate and water. The organic layer was washed twice with 10% aq. HCl solution, then with sat... Reaction SMILES: [H-].[Na+].[OH:3][C:4]1[CH:5]=[C:6]([CH:11]=[CH:12][CH:13]=1)[C:7]([O:9][CH3:10])=[O:8].Br[C:15]1[CH:16]=[C:17]([CH:20]=[CH:21][CH:22]=1)[CH:18]=[O:19].S(C)C>N1C=CC=CC=1.O.C(OCC)(=O)C>[C:7]([C:6]1[CH:5]=[C:4]([O:3][C:15]2[CH:16]=[C:17]([CH:20]=[CH:21][CH:22]=2)[CH:18]=[O:19])[CH:13]=[CH:12][CH:11]=1)([O:9][CH3:10])=[O:8] |f:0.1|. The solvent is O (water), C(C)(=O)OCC (ethyl acetate), N1=CC=CC=C1 (pyridine). The reactants are CuBr, S(C)C (SMe2), [H-].[Na+] (NaH), OC=1C=C(C(=O)OC)C=CC1 (methyl 3-hydroxybenzoate), BrC=1C=C(C=O)C=CC1 (3-bromobenzaldehyde). Reaction conditions: time 5 minute. The product is C(=O)(OC)C=1C=C(C=CC1)OC=1C=C(C=O)C=CC1 (3-[(3-carbomethoxyphenyl)oxy]benzaldehyde).